Dataset: the Open Reaction Database (ORD), a public repository of structured organic reaction records. Task: describe an organic reaction: reactants, conditions, products, and yield Reactants: C(=C\C1=CC=CC=C1)/C=1C=NC2=C(N=C3C(=C2C1)C=CC=C3)N ((E)-2-styrylbenzo[f][1,7]naphthyridin-5-amine), [H][H] (Hydrogen). Reagents/catalysts: [Pd] (palladium on carbon). Run in C(C)(=O)OCC.CO (ethyl acetate methanol). Reaction conditions: time 3 hour. Product: C(CC1=CC=CC=C1)C=1C=NC2=C(N=C3C(=C2C1)C=CC=C3)N (2-phenethylbenzo[f][1,7]naphthyridin-5-amine). As a reaction SMILES: [CH:1](/[C:9]1[CH:10]=[N:11][C:12]2[C:17]([CH:18]=1)=[C:16]1[CH:19]=[CH:20][CH:21]=[CH:22][C:15]1=[N:14][C:13]=2[NH2:23])=[CH:2]\[C:3]1[CH:8]=[CH:7][CH:6]=[CH:5][CH:4]=1.[H][H]>C(OCC)(=O)C.CO.[Pd]>[CH2:1]([C:9]1[CH:10]=[N:11][C:12]2[C:17]([CH:18]=1)=[C:16]1[CH:19]=[CH:20][CH:21]=[CH:22][C:15]1=[N:14][C:13]=2[NH2:23])[CH2:2][C:3]1[CH:4]=[CH:5][CH:6]=[CH:7][CH:8]=1 |f:2.3|. Reported procedure: To a solution of (E)-2-styrylbenzo[f][1,7]naphthyridin-5-amine (Example 32) in ethyl acetate/methanol (1:4, 0.05 M) was added 10% wt palladium on carbon (0.2 eq.). Hydrogen gas was introduced via a balloon, and the reaction was stirred for 3 hours. The mixture was filtered through a pad of celite, washing with dichloromethane. The filtrate was concentrated en vacuo and the crude product was purified by flash chromatography on a COMBIFLASH® system (ISCO) using 0-80% ethyl acetate in hexane to giv... Starting materials: COc1cc(C(=O)N2Cc3ccc(C(=O)O)n3Cc3ccccc32)ccc1-c1ccccc1C(F)(F)F, CCN=C=NCCCN(C)C, CNCc1cccnc1, CN(C)C=O, Cl, O, O, On1nnc2ccccc21. Product: COc1cc(C(=O)N2Cc3ccc(C(=O)N(C)Cc4cccnc4)n3Cc3ccccc32)ccc1-c1ccccc1C(F)(F)F. RXN SMILES: [CH3:1][O:2][c:3]1[c:4](-[c:28]2[c:29]([C:34]([F:35])([F:36])[F:37])[cH:30][cH:31][cH:32][cH:33]2)[cH:5][cH:6][c:7]([C:9](=[O:10])[N:11]2[CH2:12][c:13]3[n:14]([c:22]([C:25](=[O:26])[OH:27])[cH:23][cH:24]3)[CH2:15][c:16]3[c:17]2[cH:18][cH:19][cH:20][cH:21]3)[cH:8]1.[CH3:39][N:40]([CH3:41])[CH2:42][CH2:43][CH2:44][N:45]=[C:46]=[N:47][CH2:48][CH3:49].[CH3:61][NH:62][CH2:63][c:64]1[cH:65][n:66][cH:67][cH:68][cH:69]1.[CH3:70][N:71]([CH3:72])[CH:73]=[O:74].[ClH:38].[OH2:50].[OH2:75].[OH:51][n:52]1[c:53]2[cH:54][cH:55][cH:56][cH:57][c:58]2[n:59][n:60]1>>[CH3:1][O:2][c:3]1[c:4](-[c:28]2[c:29]([C:34]([F:35])([F:36])[F:37])[cH:30][cH:31][cH:32][cH:33]2)[cH:5][cH:6][c:7]([C:9](=[O:10])[N:11]2[CH2:12][c:13]3[n:14]([c:22]([C:25](=[O:26])[N:62]([CH3:61])[CH2:63][c:64]4[cH:65][n:66][cH:67][cH:68][cH:69]4)[cH:23][cH:24]3)[CH2:15][c:16]3[c:17]2[cH:18][cH:19][cH:20][cH:21]3)[cH:8]1. The reactants are C(C=C)C1=C(C(=C(C(=C1F)F)F)F)F (Allylpentafluorobenzene), O.NN (hydrazine hydrate). The solvent is C(C)O (ethanol). Yields the product C(C=C)C1=C(C(=C(C(=C1F)F)NN)F)F (4-allyl-2,3,5,6-tetrafluorophenylhydrazine). As a reaction SMILES: [CH2:1]([C:4]1[C:9]([F:10])=[C:8]([F:11])[C:7](F)=[C:6]([F:13])[C:5]=1[F:14])[CH:2]=[CH2:3].O.[NH2:16][NH2:17]>C(O)C>[CH2:1]([C:4]1[C:9]([F:10])=[C:8]([F:11])[C:7]([NH:16][NH2:17])=[C:6]([F:13])[C:5]=1[F:14])[CH:2]=[CH2:3] |f:1.2|. Procedure: Allylpentafluorobenzene [41.6 g; described by Harper et al, J. Org. Chem., 29, 2385 (1964)] was added to a solution of hydrazine hydrate (100 ml) in ethanol (150 ml) and the mixture was heated at reflux for 24 hours. The solid precipitate which formed was collected by filtration and washed with ethanol and hexane to give 4-allyl-2,3,5,6-tetrafluorophenylhydrazine (18.8 g), m.p. 82°-84° C., in the form of colourless crystals. The filtrate was evaporated to dryness and the yellow solid thus obtain... Reactants: CC(C)(C)OC(=O)NCC(c1cccc(Cl)c1)N1C(=O)c2ccccc2C1=O, C1CCOC1, CO, NN, O. Product: CC(C)(C)OC(=O)NCC(N)c1cccc(Cl)c1. Reaction SMILES: [C:1]([CH3:2])([CH3:3])([CH3:4])[O:5][C:6]([NH:7][CH2:8][CH:9]([N:10]1[C:11](=[O:12])[c:13]2[c:14]([cH:15][cH:16][cH:17][cH:18]2)[C:19]1=[O:20])[c:21]1[cH:22][c:23]([Cl:27])[cH:24][cH:25][cH:26]1)=[O:28].[CH2:32]1[O:33][CH2:34][CH2:35][CH2:36]1.[CH3:37][OH:38].[NH2:30][NH2:31].[OH2:29]>>[C:1]([CH3:2])([CH3:3])([CH3:4])[O:5][C:6]([NH:7][CH2:8][CH:9]([NH2:10])[c:21]1[cH:22][c:23]([Cl:27])[cH:24][cH:25][cH:26]1)=[O:28].